This data is from the Open Reaction Database (ORD), a public repository of structured organic reaction records. The task is: describe an organic reaction: reactants, conditions, products, and yield The reactants are C(C)(C)(C)OC(=O)N1[C@H](C(=O)N2[C@@H](CCC2)C(COC2=CC=C(C=C2)OC)O)CCC1 ((2S)-1-[N-(t-butoxycarbonyl)-L-prolyl]-2-[1-hydroxy-2-(4-methoxyphenoxy) ethyl]pyrrolidine), Cl.O1CCOCC1 (hydrochloric acid 1,4-dioxane), C(C1=CC=CC=C1)N=C=O (benzylisocyanate). The product is C(C1=CC=CC=C1)NC(=O)N1[C@H](C(=O)N2[C@@H](CCC2)C(COC2=CC=C(C=C2)OC)O)CCC1 ((2S)-1-(N-Benzylaminocarbonyl-L-prolyl)-2-[1-hydroxy-2-(4-methoxyphenoxy)ethyl]pyrrolidine). RXN SMILES: C(O[C:6]([N:8]1[CH2:31][CH2:30][CH2:29][C@H:9]1[C:10]([N:12]1[CH2:16][CH2:15][CH2:14][C@H:13]1[CH:17]([OH:28])[CH2:18][O:19][C:20]1[CH:25]=[CH:24][C:23]([O:26][CH3:27])=[CH:22][CH:21]=1)=[O:11])=[O:7])(C)(C)C.Cl.O1CCOCC1.[CH2:39]([N:46]=C=O)[C:40]1[CH:45]=[CH:44][CH:43]=[CH:42][CH:41]=1>>[CH2:39]([NH:46][C:6]([N:8]1[CH2:31][CH2:30][CH2:29][C@H:9]1[C:10]([N:12]1[CH2:16][CH2:15][CH2:14][C@H:13]1[CH:17]([OH:28])[CH2:18][O:19][C:20]1[CH:25]=[CH:24][C:23]([O:26][CH3:27])=[CH:22][CH:21]=1)=[O:11])=[O:7])[C:40]1[CH:45]=[CH:44][CH:43]=[CH:42][CH:41]=1 |f:1.2|. Reported procedure: By the same procedure as in Example 21-B), (2S)-1-[N-(t-butoxycarbonyl)-L-prolyl]-2-[1-hydroxy-2-(4-methoxyphenoxy) ethyl]pyrrolidine (722 mg) was treated with 4N hydrochloric acid/1,4-dioxane, followed by reaction with benzylisocyanate (0.21 ml) to give 596 mg of the title compound as crystals. C) (2S)-1-(N-Benzylaminocarbonyl-L-prolyl)-2-(4-methoxyphenoxyacetyl)pyrrolidine Starting materials: FC1=CC=C(C=C1)C(CC1=CSC=C1)=O (1-(4-fluorophenyl)-2-(thiophen-3-yl)ethanone), FC1=CC=C(C=C1)C(CC1=CSC=C1)=O (1-(4-fluorophenyl)-2-(thiophen-3-yl)ethanone), C(C)OC=1C=C(C=O)C=C(C1O)[N+](=O)[O-] (3-ethoxy-4-hydroxy-5-nitrobenzaldehyde), NC(=O)N (urea), Cl (HCl). Run in CCO (EtOH), CCOC(=O)C (EtOAc). The product is C(C)OC=1C=C(C=C(C1O)[N+](=O)[O-])C1NC(NC(=C1C1=CSC=C1)C1=CC=C(C=C1)F)=O (4-(3-ethoxy-4-hydroxy-5-nitrophenyl)-6-(4-fluorophenyl)-5-(thiophen-3-yl)-3,4-dihydropyrimidin-2(1H)-one). Yield: 26.8%. Reaction SMILES: [F:1][C:2]1[CH:7]=[CH:6][C:5]([C:8](=O)[CH2:9][C:10]2[CH:14]=[CH:13][S:12][CH:11]=2)=[CH:4][CH:3]=1.[CH2:16]([O:18][C:19]1[CH:20]=[C:21]([CH:24]=[C:25]([N+:28]([O-:30])=[O:29])[C:26]=1[OH:27])[CH:22]=O)[CH3:17].[NH2:31][C:32]([NH2:34])=[O:33].Cl>CCO.CCOC(C)=O>[CH2:16]([O:18][C:19]1[CH:20]=[C:21]([CH:22]2[C:9]([C:10]3[CH:14]=[CH:13][S:12][CH:11]=3)=[C:8]([C:5]3[CH:6]=[CH:7][C:2]([F:1])=[CH:3][CH:4]=3)[NH:34][C:32](=[O:33])[NH:31]2)[CH:24]=[C:25]([N+:28]([O-:30])=[O:29])[C:26]=1[OH:27])[CH3:17]. Procedure: A mixture of 1-(4-fluorophenyl)-2-(thiophen-3-yl)ethanone (Intermediate 54) (100 mg, 0.45 mmol), 3-ethoxy-4-hydroxy-5-nitrobenzaldehyde (87 mg, 0.41 mmol), urea (74 mg, 1.24 mmol), concentrated HCl (0.04 mL, 0.41 mmol) in EtOH (5 mL) was refluxed overnight. Followed standard aqueous/EtOAc workup procedure, then purified by preparative HPLC to give Compound 109 (50 mg, yield 27%). 1H NMR (DMSO-d6 400 MHz): δ 10.30 (s, 1H), 8.77 (s, 1H), 7.58 (s, 1H), 7.49 (s, 1H), 7.34-7.30 (m, 2H), 7.27 (s, 1H),... The reactants are Fc1cc(Cl)cc(Br)c1Cl, C1CCOC1, CC(C)(C)[O-], CS(C)=O, Cc1ccc(Cl)c(O)c1F, [K+], C1COCCOCCOCCOCCOCCO1. The product is Cc1ccc(Cl)c(Oc2cc(Cl)cc(Br)c2Cl)c1F. As a reaction SMILES: [Br:40][c:41]1[c:42]([Cl:49])[c:43]([F:48])[cH:44][c:45]([Cl:47])[cH:46]1.[CH2:35]1[O:36][CH2:37][CH2:38][CH2:39]1.[CH3:29][C:30]([CH3:31])([O-:32])[CH3:33].[CH3:50][S:51]([CH3:52])=[O:53].[Cl:1][c:2]1[cH:3][cH:4][c:5]([CH3:10])[c:6]([F:9])[c:7]1[OH:8].[K+:34].[O:11]1[CH2:12][CH2:13][O:14][CH2:15][CH2:16][O:17][CH2:18][CH2:19][O:20][CH2:21][CH2:22][O:23][CH2:24][CH2:25][O:26][CH2:27][CH2:28]1>>[Cl:1][c:2]1[cH:3][cH:4][c:5]([CH3:10])[c:6]([F:9])[c:7]1[O:8][c:43]1[c:42]([Cl:49])[c:41]([Br:40])[cH:46][c:45]([Cl:47])[cH:44]1. Reactants: OC1=CC=C(C=C1)C1=CC=C(C(=O)O)C=C1 (4-(4-hydroxyphenyl)benzoic acid), C=1C=CC2=C(C1)N=NN2O (HOBt), Cl.CN (methylamine hydrochloride), CCN=C=NCCCN(C)C.Cl (EDCl). Run in O1CCCC1 (tetrahydrofuran), C(C)N(CC)CC (triethylamine). Reaction conditions: time 8 hour. Yields the product OC1=CC=C(C=C1)C1=CC=C(C(=O)NC)C=C1 (4-(4-hydroxyphenyl)-N-methylbenzamide). Reaction SMILES: [OH:1][C:2]1[CH:7]=[CH:6][C:5]([C:8]2[CH:16]=[CH:15][C:11]([C:12](O)=[O:13])=[CH:10][CH:9]=2)=[CH:4][CH:3]=1.Cl.CN.C[CH2:21][N:22]=C=NCCCN(C)C.Cl.C1C=CC2N(O)N=NC=2C=1>O1CCCC1.C(N(CC)CC)C>[OH:1][C:2]1[CH:7]=[CH:6][C:5]([C:8]2[CH:16]=[CH:15][C:11]([C:12]([NH:22][CH3:21])=[O:13])=[CH:10][CH:9]=2)=[CH:4][CH:3]=1 |f:1.2,3.4|. Procedure: Into a 50-mL round-bottom flask was placed a solution of 4-(4-hydroxyphenyl)benzoic acid (1 g, 4.7 mmol, 1 equiv) in tetrahydrofuran (20 mL), methylamine hydrochloride, (0.409 g 6 mmol, 1.3 equiv), EDCl (1.18 g, 6.2 mmol, 1.3 equiv), HOBt (0.74 g, 5.5 mmol, 1.2 equiv), and triethylamine (2 mL). The resulting solution was stirred overnight at room temperature. The solids were filtered out. The resulting mixture was concentrated under vacuum. The residue was purified by column chromatography on si...